From a dataset of the Open Reaction Database (ORD), a public repository of structured organic reaction records. describe an organic reaction: reactants, conditions, products, and yield RXN SMILES: [Cl:1][C:2]1[CH:31]=[CH:30][C:5]([CH2:6][N:7]([CH2:28][CH3:29])[C:8](=[O:27])[CH2:9][O:10][C:11]2[CH:16]=[CH:15][C:14]([CH2:17][C@H:18]([O:24][CH2:25][CH3:26])[C:19]([O:21]CC)=[O:20])=[CH:13][CH:12]=2)=[CH:4][CH:3]=1.[Li+].[OH-].Cl>C1COCC1>[Cl:1][C:2]1[CH:3]=[CH:4][C:5]([CH2:6][N:7]([CH2:28][CH3:29])[C:8](=[O:27])[CH2:9][O:10][C:11]2[CH:16]=[CH:15][C:14]([CH2:17][C@H:18]([O:24][CH2:25][CH3:26])[C:19]([OH:21])=[O:20])=[CH:13][CH:12]=2)=[CH:30][CH:31]=1 |f:1.2|. Isolated yield 60.9%. Conditions: time 8 hour. Procedure details: To a solution of ethyl(2S)-3-(4-{2-[(4-chlorobenzyl)(ethyl)amino]-2-oxoethoxy}phenyl)-2-ethoxypropanoate (0.240 g, 0.54 mmol) in THF (30 mL) was added aqueous 0.10 M LiOH (15 mL) and the solution was stirred at room temperature overnight. After neutralisation with 5% HCl, the solvent volume was reduced in vacuo and the remaining aqueous phase was acidified with 5% HCl and extracted with methylene chloride (2×50 mL). The combined organic phase was washed with brine (50 mL), dried over Na2SO4, and... Run in C1CCOC1 (THF). Product: ClC1=CC=C(CN(C(COC2=CC=C(C=C2)C[C@@H](C(=O)O)OCC)=O)CC)C=C1 ((2S)-3-(4-{2-[(4-Chlorobenzyl)(ethyl)amino]-2-oxoethoxy}phenyl)-2-ethoxypropanoic acid). Reactants: ClC1=CC=C(CN(C(COC2=CC=C(C=C2)C[C@@H](C(=O)OCC)OCC)=O)CC)C=C1 (ethyl(2S)-3-(4-{2-[(4-chlorobenzyl)(ethyl)amino]-2-oxoethoxy}phenyl)-2-ethoxypropanoate), [Li+].[OH-] (LiOH), Cl (HCl), Cl (HCl). The reactants are COc1ccccc1, O=C(O)C(F)(F)F, CC(=O)NCCSC1=C(C(=O)OC(c2ccccc2)c2ccccc2)C2C(=O)C(C(C)O)C2C1. The product is CC(=O)NCCSC1=C(C(=O)O)C2C(=O)C(C(C)O)C2C1. As a reaction SMILES: [CH3:35][O:36][c:37]1[cH:38][cH:39][cH:40][cH:41][cH:42]1.[OH:43][C:44]([C:45]([F:46])([F:47])[F:48])=[O:49].[c:1]1([CH:2]([c:3]2[cH:4][cH:5][cH:6][cH:7][cH:8]2)[O:14][C:15](=[O:16])[C:17]2=[C:23]([S:24][CH2:25][CH2:26][NH:27][C:28]([CH3:29])=[O:30])[CH2:22][CH:21]3[CH:18]2[C:19](=[O:34])[CH:20]3[CH:31]([CH3:32])[OH:33])[cH:9][cH:10][cH:11][cH:12][cH:13]1>>[O:14]=[C:15]([OH:16])[C:17]1=[C:23]([S:24][CH2:25][CH2:26][NH:27][C:28]([CH3:29])=[O:30])[CH2:22][CH:21]2[CH:18]1[C:19](=[O:34])[CH:20]2[CH:31]([CH3:32])[OH:33]. Starting materials: C(C)(=O)N1CC=2N(C3=CC=CC=C3C2CC1)CCCCC (2-acetyl-9-(n pentyl)1,2,3,4-tetrahydro-β-carboline), Cl (HCl). Run in [OH-].[Na+] (NaOH), CO.O (methanol water), C(C)OCC (diethyl ether). The product is hydrochloride salt, C(CCCC)N1C2=CC=CC=C2C=2CCNCC12 (9-(n-pentyl)1,2,3,4-tetrahydro-β-carboline). Reaction SMILES: C([N:4]1[CH2:16][CH2:15][C:14]2[C:13]3[C:8](=[CH:9][CH:10]=[CH:11][CH:12]=3)[N:7]([CH2:17][CH2:18][CH2:19][CH2:20][CH3:21])[C:6]=2[CH2:5]1)(=O)C.Cl>[OH-].[Na+].CO.O.C(OCC)C>[CH2:17]([N:7]1[C:6]2[CH2:5][NH:4][CH2:16][CH2:15][C:14]=2[C:13]2[C:8]1=[CH:9][CH:10]=[CH:11][CH:12]=2)[CH2:18][CH2:19][CH2:20][CH3:21] |f:2.3,4.5|. Reported procedure: A portion of the crude 2-acetyl-9-(n pentyl)1,2,3,4-tetrahydro-β-carboline (1.7 g) as heated at reflux for 4.5 hours in 2 N NaOH (50 mL) in methanol:water (2:3, v/v). The methanol was removed by evaporation under vacuum, and the crude 9-(n-pentyl)1,2,3,4-tetra-hydro-β-carboline free base was extracted into chloroform. This extract was dried over anhydrous MgSO4, filtered, and the filtrate evaporated under vacuum. The hydrochloride salt was prepared by passing dry HCl through a solution of the cr... Reactants: [N+](=[N-])=C (diazomethane), BrC1=CC=C(C(=N1)C(=O)OC)O (methyl 6-bromo-3-hydroxypyridine-2-carboxylate). The solvent is C(C)OCC (diethyl ether), CO (methanol). Run at temperature 0 celsius, time 2 hour. Yields the product BrC1=CC=C(C(=N1)C(=O)OC)OC (Methyl 6-bromo-3-methoxypyridine-2-carboxylate). Reaction SMILES: [N+](=[CH2:3])=[N-].[Br:4][C:5]1[N:10]=[C:9]([C:11]([O:13][CH3:14])=[O:12])[C:8]([OH:15])=[CH:7][CH:6]=1>C(OCC)C.CO>[Br:4][C:5]1[N:10]=[C:9]([C:11]([O:13][CH3:14])=[O:12])[C:8]([O:15][CH3:3])=[CH:7][CH:6]=1. Reported procedure: A solution of diazomethane in diethyl ether (about 0.4 M) is added in excess to a solution of 2.3 mmol of methyl 6-bromo-3-hydroxypyridine-2-carboxylate [321601-48-3] in 30 ml of methanol at 0° C. The mixture is stirred at 0° C. for 2 hours, then quenched with magnesium sulphate, filtered and evaporated. The crude title compound is identified by means of the Rf.